Dataset: the Open Reaction Database (ORD), a public repository of structured organic reaction records. Task: describe an organic reaction: reactants, conditions, products, and yield The reactants are ClC1=CC=C(C=C1)S (p-chlorobenzenethiol), NCCCO (3-aminopropanol), C(CC)(=O)O (propionic acid). The product is ClC1=CC=C(C=C1)SCCCNC(CC)=O (N-[3(p-chlorophenylthio)propyl]propionamide). Reaction SMILES: [Cl:1][C:2]1[CH:7]=[CH:6][C:5]([SH:8])=[CH:4][CH:3]=1.[NH2:9][CH2:10][CH2:11][CH2:12]O.[C:14]([OH:18])(=O)[CH2:15][CH3:16]>>[Cl:1][C:2]1[CH:7]=[CH:6][C:5]([S:8][CH2:12][CH2:11][CH2:10][NH:9][C:14](=[O:18])[CH2:15][CH3:16])=[CH:4][CH:3]=1. Procedure details: The experiment of Example 1A was repeated in all essential details except that p-chlorobenzenethiol 50 g (0.67 mole), 3-aminopropanol 40.9 g (0.67 mole) and propionic acid 49.6 g (0.67 mole) were reacted. There was obtained N-[3(p-chlorophenylthio)propyl]propionamide, m.p. 69°-70° C. It was designated P-2135 for convenience. The nmr spectrum was consistent with the proposed structure. It analyzed as follows: Procedure details: 4-Bromo-2-methylaniline (1.00 g, 5.37 mmol), potassium acetate (1.59 g, 16.1 mmol) and 4,4,5,5-tetramethyl-2-(4,4,5,5-tetramethyl-1,3,2-dioxaborolan-2-yl)-1,3,2-dioxaborolane (1.64 g, 6.45 mmol) were dissolved in 1,4-dioxane (20 mL) and the solution degassed for 5 minutes. Dichlorobis(triphenylphosphine)palladium (264 mg, 0.32 mmol) was added and the reaction stirred at 90° C. for 4 hours. 2-Chloro-4-[(3S)-3-methylmorpholin-4-yl]-6-(methylsulfonylmethyl)pyrimidine (1.65 g, 5.37 mmol), ethanol (1... Reactants: ClC1=NC(=CC(=N1)N1[C@H](COCC1)C)CS(=O)(=O)C (2-Chloro-4-[(3S)-3-methylmorpholin-4-yl]-6-(methylsulfonylmethyl)pyrimidine), C([O-])([O-])=O.[Na+].[Na+] (sodium carbonate), BrC1=CC(=C(N)C=C1)C (4-Bromo-2-methylaniline), C(C)(=O)[O-].[K+] (potassium acetate), CC1(OB(OC1(C)C)B1OC(C(O1)(C)C)(C)C)C (4,4,5,5-tetramethyl-2-(4,4,5,5-tetramethyl-1,3,2-dioxaborolan-2-yl)-1,3,2-dioxaborolane). Run at temperature 90 celsius, time 4 hour. Reagents/catalysts: Cl[Pd]([P](C1=CC=CC=C1)(C2=CC=CC=C2)C3=CC=CC=C3)([P](C4=CC=CC=C4)(C5=CC=CC=C5)C6=CC=CC=C6)Cl (dichlorobis(triphenylphosphine)palladium), Cl[Pd]([P](C1=CC=CC=C1)(C2=CC=CC=C2)C3=CC=CC=C3)([P](C4=CC=CC=C4)(C5=CC=CC=C5)C6=CC=CC=C6)Cl (Dichlorobis(triphenylphosphine)palladium). The product is CC1=C(N)C=CC(=C1)C1=NC(=CC(=N1)N1[C@H](COCC1)C)CS(=O)(=O)C (2-Methyl-4-[4-[(3S)-3-methylmorpholin-4-yl]-6-(methylsulfonylmethyl)pyrimidin-2-yl]aniline). RXN SMILES: Br[C:2]1[CH:8]=[CH:7][C:5]([NH2:6])=[C:4]([CH3:9])[CH:3]=1.C([O-])(=O)C.[K+].CC1(C)C(C)(C)OB(B2OC(C)(C)C(C)(C)O2)O1.Cl[C:34]1[N:39]=[C:38]([N:40]2[CH2:45][CH2:44][O:43][CH2:42][C@@H:41]2[CH3:46])[CH:37]=[C:36]([CH2:47][S:48]([CH3:51])(=[O:50])=[O:49])[N:35]=1.C(=O)([O-])[O-].[Na+].[Na+]>O1CCOCC1.Cl[Pd](Cl)([P](C1C=CC=CC=1)(C1C=CC=CC=1)C1C=CC=CC=1)[P](C1C=CC=CC=1)(C1C=CC=CC=1)C1C=CC=CC=1.C(OCC)(=O)C.O.C(O)C>[CH3:9][C:4]1[CH:3]=[C:2]([C:34]2[N:39]=[C:38]([N:40]3[CH2:45][CH2:44][O:43][CH2:42][C@@H:41]3[CH3:46])[CH:37]=[C:36]([CH2:47][S:48]([CH3:51])(=[O:49])=[O:50])[N:35]=2)[CH:8]=[CH:7][C:5]=1[NH2:6] |f:1.2,5.6.7,^1:66,85|. The solvent is C(C)O (ethanol), O1CCOCC1 (1,4-dioxane), C(C)(=O)OCC (ethyl acetate), O (Water). Yield: 14.3%. The reactants are C(C)OC(CNC1=NC=CC=C1NC(C1=CC=C(C=C1)OC)=O)=O (N-[3-[(4-methoxybenzoyl)amino]-2-pyridinyl]glycine ethyl ester), C(CO)O (ethylene glycol), [OH-].[K+] (potassium hydroxide). The solvent is O (water). Yields the product COC1=CC=C(C=C1)C1=NC=2C(=NC=CC2)N1CC(=O)O (2-(4-Methoxyphenyl)-3H-imidazo[4,5-b]pyridine-3-acetic acid). Isolated yield 1.7%. As a reaction SMILES: C([O:3][C:4](=[O:24])[CH2:5][NH:6][C:7]1[C:12]([NH:13][C:14](=O)[C:15]2[CH:20]=[CH:19][C:18]([O:21][CH3:22])=[CH:17][CH:16]=2)=[CH:11][CH:10]=[CH:9][N:8]=1)C.C(O)CO.[OH-].[K+]>O>[CH3:22][O:21][C:18]1[CH:19]=[CH:20][C:15]([C:14]2[N:6]([CH2:5][C:4]([OH:3])=[O:24])[C:7]3=[N:8][CH:9]=[CH:10][CH:11]=[C:12]3[N:13]=2)=[CH:16][CH:17]=1 |f:2.3|. Procedure: A mixture of N-[3-[(4-methoxybenzoyl)amino]-2-pyridinyl]glycine ethyl ester (32 g, 0.1 mole) and 167 ml of ethylene glycol was heated at reflux for 11/2 hr. After cooling, potassium hydroxide (8.4 g) in 40 ml of water was added, and the reaction mixture was heated at reflux for 1 hr. The solution was filtered to remove yellow precipitate, the filtrate was diluted with 650 ml of water, and acidified with 3N hydrochloric acid. The solid which formed, was collected by filtration, washed with water,...